The task is: describe an organic reaction: reactants, conditions, products, and yield. This data is from the Open Reaction Database (ORD), a public repository of structured organic reaction records. Starting materials: IC1=CC=C(C=C1)NC1=NC=CC=N1 (N-(4-iodophenyl)pyrimidin-2-amine), [H-].[Na+] (sodium hydride), C(C1=CC=CC=C1)Br (benzyl bromide). The solvent is [Cl-].[Na+].O (brine), CN(C)C=O (DMF). Reaction conditions: time 30 minute. The product is C(C1=CC=CC=C1)N(C1=NC=CC=N1)C1=CC=C(C=C1)I (N-benzyl-N-(4-iodophenyl)pyrimidin-2-amine). RXN SMILES: [I:1][C:2]1[CH:7]=[CH:6][C:5]([NH:8][C:9]2[N:14]=[CH:13][CH:12]=[CH:11][N:10]=2)=[CH:4][CH:3]=1.[H-].[Na+].[CH2:17](Br)[C:18]1[CH:23]=[CH:22][CH:21]=[CH:20][CH:19]=1>CN(C=O)C.[Cl-].[Na+].O>[CH2:17]([N:8]([C:5]1[CH:4]=[CH:3][C:2]([I:1])=[CH:7][CH:6]=1)[C:9]1[N:10]=[CH:11][CH:12]=[CH:13][N:14]=1)[C:18]1[CH:23]=[CH:22][CH:21]=[CH:20][CH:19]=1 |f:1.2,5.6.7|. Procedure: Under an argon atmosphere, N-(4-iodophenyl)pyrimidin-2-amine (75 mg) was added to a suspension of sodium hydride (16 mg) in anhydrous DMF (3 ml), and the resulting mixture was stirred at room temperature for 30 minutes. The reaction solution was cooled to 0° C. and benzyl bromide (0.039 ml) was added thereto, followed by stirring the resulting mixture at room temperature for 1 hour. Saturated brine was added to the reaction solution and the resulting mixture was extracted 3 times with ethyl acet... Starting materials: ClC=1C=C(C=CC1C#N)N[C@@H](CC(=O)OC(C)(C)C)CN(S(=O)(=O)C1=C(C=CC=C1)[N+](=O)[O-])CC (1,1-dimethylethyl (3S)-3-[(3-chloro-4-cyanophenyl)amino]-4-{ethyl[(2-nitrophenyl)sulfonyl]amino}butanoate), C1(=CC=CC=C1)S (phenyl hydrosulfide), C(=O)([O-])[O-].[K+].[K+] (K2CO3). Solvent: CN(C)C=O (DMF), O (H2O). Yields the product ClC=1C=C(C=CC1C#N)N[C@@H](CC(=O)OC(C)(C)C)CNCC (1,1-Dimethylethyl (3S)-3-[(3-chloro-4-cyanophenyl)amino]-4-(ethylamino)butanoate). Reaction SMILES: [Cl:1][C:2]1[CH:3]=[C:4]([NH:10][C@H:11]([CH2:20][N:21]([CH2:34][CH3:35])S(C2C=CC=CC=2[N+]([O-])=O)(=O)=O)[CH2:12][C:13]([O:15][C:16]([CH3:19])([CH3:18])[CH3:17])=[O:14])[CH:5]=[CH:6][C:7]=1[C:8]#[N:9].C1(S)C=CC=CC=1.C([O-])([O-])=O.[K+].[K+]>CN(C=O)C.O>[Cl:1][C:2]1[CH:3]=[C:4]([NH:10][C@H:11]([CH2:20][NH:21][CH2:34][CH3:35])[CH2:12][C:13]([O:15][C:16]([CH3:19])([CH3:17])[CH3:18])=[O:14])[CH:5]=[CH:6][C:7]=1[C:8]#[N:9] |f:2.3.4|. Reported procedure: The crude 1,1-dimethylethyl (3S)-3-[(3-chloro-4-cyanophenyl)amino]-4-{ethyl[(2-nitrophenyl)sulfonyl]amino}butanoate from the previous step (16.2 mmol), phenyl hydrosulfide (1.0 equiv., 1.78 g, 16.2 mmol), and K2CO3 (325 mesh, 3 equiv., 6.71 g, 48.6 mmol) in DMF (60 mL) were stirred at room temperature for 90 min. The reaction mixture was diluted with H2O (200 mL) and extracted with Et2O (3×). The organic extracts were washed with H2O, and 10% aq. Na2CO3, dried, and concentrated to give the title... The reactants are Cc1cc(C)c(C(=O)Cl)c(C)c1, Nc1n[nH]c2nnc(-c3cccc(F)c3F)cc12, c1ccncc1. Yields the product Cc1cc(C)c(C(=O)Nc2n[nH]c3nnc(-c4cccc(F)c4F)cc23)c(C)c1. RXN SMILES: [CH3:1][c:2]1[c:3]([C:4](=[O:5])[Cl:6])[c:7]([CH3:12])[cH:8][c:9]([CH3:11])[cH:10]1.[F:13][c:14]1[c:15](-[c:21]2[cH:22][c:23]3[c:24]([n:25][n:26]2)[nH:27][n:28][c:29]3[NH2:30])[cH:16][cH:17][cH:18][c:19]1[F:20].[cH:31]1[cH:32][cH:33][n:34][cH:35][cH:36]1>>[CH3:1][c:2]1[c:3]([C:4](=[O:5])[NH:30][c:29]2[c:23]3[cH:22][c:21](-[c:15]4[c:14]([F:13])[c:19]([F:20])[cH:18][cH:17][cH:16]4)[n:26][n:25][c:24]3[nH:27][n:28]2)[c:7]([CH3:12])[cH:8][c:9]([CH3:11])[cH:10]1. Starting materials: COC(=O)c1cccc(Br)n1, CC(C)(C)O, ClCCl, [K+], [K+], CC1(C)OB(c2ccc3nc(N4CCC(N5CCCCC5)C4)sc3c2)OC1(C)C, O=C([O-])[O-]. Reaction SMILES: [Br:30][c:31]1[cH:32][cH:33][cH:34][c:35]([C:37](=[O:38])[O:39][CH3:40])[n:36]1.[CH3:47][C:48]([OH:49])([CH3:50])[CH3:51].[Cl:52][CH2:53][Cl:54].[K+:41].[K+:42].[N:1]1([CH:7]2[CH2:8][N:9]([c:12]3[s:13][c:14]4[c:15]([n:16]3)[cH:17][cH:18][c:19]([B:21]3[O:22][C:23]([CH3:24])([CH3:25])[C:26]([CH3:27])([CH3:28])[O:29]3)[cH:20]4)[CH2:10][CH2:11]2)[CH2:2][CH2:3][CH2:4][CH2:5][CH2:6]1.[O-:43][C:44]([O-:45])=[O:46]>>[N:1]1([CH:7]2[CH2:8][N:9]([c:12]3[s:13][c:14]4[c:15]([n:16]3)[cH:17][cH:18][c:19](-[c:31]3[cH:32][cH:33][cH:34][c:35]([C:37](=[O:38])[O:39][CH3:40])[n:36]3)[cH:20]4)[CH2:10][CH2:11]2)[CH2:2][CH2:3][CH2:4][CH2:5][CH2:6]1. Product: COC(=O)c1cccc(-c2ccc3nc(N4CCC(N5CCCCC5)C4)sc3c2)n1. Reactants: [Al+3], CC(C)Cn1c(=O)n(C)c(=O)c2ccsc21, [Cl-], [Cl-], [Cl-], ClCCCl, O=C(Cl)c1cccc2ccccc12. Product: CC(C)Cn1c(=O)n(C)c(=O)c2cc(C(=O)c3cccc4ccccc34)sc21. Reaction SMILES: [Al+3:15].[CH3:18][n:19]1[c:20](=[O:33])[n:21]([CH2:29][CH:30]([CH3:31])[CH3:32])[c:22]2[c:23]([c:24]1=[O:25])[cH:26][cH:27][s:28]2.[Cl-:14].[Cl-:16].[Cl-:17].[Cl:34][CH2:35][CH2:36][Cl:37].[c:1]1([C:11](=[O:12])[Cl:13])[cH:2][cH:3][cH:4][c:5]2[cH:6][cH:7][cH:8][cH:9][c:10]12>>[c:1]1([C:11](=[O:12])[c:27]2[cH:26][c:23]3[c:22]([n:21]([CH2:29][CH:30]([CH3:31])[CH3:32])[c:20](=[O:33])[n:19]([CH3:18])[c:24]3=[O:25])[s:28]2)[cH:2][cH:3][cH:4][c:5]2[cH:6][cH:7][cH:8][cH:9][c:10]12. RXN SMILES: [OH:1][C:2]1[CH:3]=[C:4]([CH:8]=[CH:9][C:10]=1[OH:11])[C:5]([OH:7])=[O:6].[CH2:12](O)[CH3:13].OS(O)(=O)=O>O>[OH:1][C:2]1[CH:3]=[C:4]([CH:8]=[CH:9][C:10]=1[OH:11])[C:5]([O:7][CH2:12][CH3:13])=[O:6]. Reactants: OC=1C=C(C(=O)O)C=CC1O (3,4-dihydroxybenzoic acid), C(C)O (ethanol), OS(=O)(=O)O (H2SO4). Solvent: O (Water). The yield is 69.0%. The product is OC=1C=C(C(=O)OCC)C=CC1O (Ethyl 3,4-Dihydroxybenzoate). Procedure: A mixture which contained 43 g (0.28 mole) of 3,4-dihydroxybenzoic acid, 300 ml of ethanol and 0.5 ml of concentrated H2SO4 was refluxed for 48 hours. Water was trapped with 3 Å molecular sieves. The reaction mixture was evaporated to dryness in vacuo, and partitioned between ether and 5% NaHCO3 solution. The ether layer was evaporated to give 39 g (69% ) of solid; m.p. 128°-130° C. The NMR and IR spectra were consistent with the assigned structure. RXN SMILES: [CH3:1][O:2][C:3]1[CH:4]=[C:5]2[C:10](=[CH:11][CH:12]=1)[CH:9]=[C:8]([CH:13]([CH3:18])[C:14]([O:16]C)=[O:15])[CH:7]=[CH:6]2.C(=O)(O)[O-].[Na+].CS(OC(C)C(OC)(OC)C1C=CC2C(=CC=C(OC)C=2)C=1)(=O)=O>CO.O>[CH3:1][O:2][C:3]1[CH:4]=[C:5]2[C:10](=[CH:11][CH:12]=1)[CH:9]=[C:8]([CH:13]([CH3:18])[C:14]([OH:16])=[O:15])[CH:7]=[CH:6]2 |f:1.2,4.5|. Procedure: Depending on the reaction conditions, hydrolysis of an ester, ortho ester or amide formed may be effected concomitantly or sequentially by standard methods. For example, when the protic solvent medium comprises acetic acid and sodium acetate and the ester substrate comprises 1,1-dimethoxy-1-(6-methoxy-2-naphthyl)prop-2-yl methanesulfonate, there is afforded the compound, methyl 2-(6-methoxy-2-naphthyl)propionate. The methyl ester is then hydrolyzed to the corresponding acid by contact with base.... The solvent is CO.O (methanol water), CO.O (methanol water). Reactants: C([O-])(O)=O.[Na+] (sodium bicarbonate), COC=1C=C2C=CC(=CC2=CC1)C(C(=O)OC)C (methyl 2-(6-methoxy-2-naphthyl)propionate), C([O-])(O)=O.[Na+] (sodium bicarbonate), CS(=O)(=O)OC(C(C1=CC2=CC=C(C=C2C=C1)OC)(OC)OC)C (1,1-dimethoxy-1-(6-methoxy-2-naphthyl)prop-2-yl methanesulfonate). Product: COC=1C=C2C=CC(=CC2=CC1)C(C(=O)O)C (2-(6-methoxy-2-naphthyl)propionic acid). Reactants: ClC1=C(C(=O)N(CCCC(=O)O)C(CC)(C)C)C=CC(=C1)Cl (N-(2,4-dichlorobenzoyl)-4-[(1,1dimethylpropyl)amino]butyric acid), COC1=CC=C(C=C1)NCCCC(=O)OC (methyl γ-(p-anisidino)butyrate), [OH-].[K+] (potassium hydroxide). Run in C(C)O (ethanol). Conditions: time 12 hour. Yields the product ClC1=C(C(=O)N(CCCC(=O)N(C2=CC=C(OC)C=C2)CCCC(=O)O)C(CC)(C)C)C=CC(=C1)Cl (N-[N-(2,4-dichlorobenzoyl)-4-(1,1-dimethylpropylamino)butyryl]-4-(p-anisidino)butyric acid). As a reaction SMILES: [Cl:1][C:2]1[CH:21]=[C:20]([Cl:22])[CH:19]=[CH:18][C:3]=1[C:4]([N:6]([C:13]([CH3:17])([CH3:16])[CH2:14][CH3:15])[CH2:7][CH2:8][CH2:9][C:10]([OH:12])=O)=[O:5].[CH3:23][O:24][C:25]1[CH:30]=[CH:29][C:28]([NH:31][CH2:32][CH2:33][CH2:34][C:35]([O:37]C)=[O:36])=[CH:27][CH:26]=1.[OH-].[K+]>C(O)C>[Cl:1][C:2]1[CH:21]=[C:20]([Cl:22])[CH:19]=[CH:18][C:3]=1[C:4]([N:6]([C:13]([CH3:17])([CH3:16])[CH2:14][CH3:15])[CH2:7][CH2:8][CH2:9][C:10]([N:31]([CH2:32][CH2:33][CH2:34][C:35]([OH:37])=[O:36])[C:28]1[CH:27]=[CH:26][C:25]([O:24][CH3:23])=[CH:30][CH:29]=1)=[O:12])=[O:5] |f:2.3|. Procedure: Analogously to Example 1, by using equivalent quantities, reacting N-(2,4-dichlorobenzoyl)-4-[(1,1dimethylpropyl)amino]butyric acid and methyl γ-(p-anisidino)butyrate and suitable processing, dissolving the evaporation residue in ethanol, adding an ethanolic solution of potassium hydroxide, stirring for 12 hours at room temperature and further processing yields N-[N-(2,4-dichlorobenzoyl)-4-(1,1-dimethylpropylamino)butyryl]-4-(p-anisidino)butyric acid. The reactants are C=Cc1cc(F)c([N+](=O)[O-])c2nc(-c3ccc(P(=O)(OCC)OCC)o3)n(CC(C)C)c12, C=[N+]=[N-], CC(=O)[O-], CC(=O)[O-], [Pd+2]. Product: CCOP(=O)(OCC)c1ccc(-c2nc3c([N+](=O)[O-])c(F)cc(C4CC4)c3n2CC(C)C)o1. Reaction SMILES: [N+:1](=[O:2])([O-:3])[c:4]1[c:5]([F:32])[cH:6][c:7]([CH:30]=[CH2:31])[c:8]2[n:9]([CH2:26][CH:27]([CH3:28])[CH3:29])[c:10](-[c:13]3[cH:14][cH:15][c:16]([P:18](=[O:19])([O:20][CH2:21][CH3:22])[O:23][CH2:24][CH3:25])[o:17]3)[n:11][c:12]12.[N+:33](=[N-:34])=[CH2:35].[O-:37][C:38]([CH3:39])=[O:40].[O-:41][C:42]([CH3:43])=[O:44].[Pd+2:36]>>[N+:1](=[O:2])([O-:3])[c:4]1[c:5]([F:32])[cH:6][c:7]([CH:30]2[CH2:31][CH2:35]2)[c:8]2[n:9]([CH2:26][CH:27]([CH3:28])[CH3:29])[c:10](-[c:13]3[cH:14][cH:15][c:16]([P:18](=[O:19])([O:20][CH2:21][CH3:22])[O:23][CH2:24][CH3:25])[o:17]3)[n:11][c:12]12.